This data is from the Open Reaction Database (ORD), a public repository of structured organic reaction records. The task is: describe an organic reaction: reactants, conditions, products, and yield Starting materials: ClC(=O)[C@]12[C@@H]([C@H]3CC[C@@H]4[C@]5(CC=C(C([C@@H]5CC[C@]4([C@@]3(CC1)C)C)(C)C)C1=CC=C(C(=O)OC)C=C1)C)[C@@H](CC2)C(=C)C (methyl 4-((1R,3aS,5aR,5bR,7aR,11aS,11bR,13aR,13bR)-3a-(chlorocarbonyl)-5a,5b,8,8,11a-pentamethyl-1-(prop-1-en-2-yl)-2,3,3a,4,5,5a,5b,6,7,7a,8,11,11a,11b,12,13,13a,13b-octadecahydro-1H-cyclopenta[a]chrysen-9-yl)benzoate), ClC(=O)[C@]12[C@@H]([C@H]3CC[C@@H]4[C@]5(CC=C(C([C@@H]5CC[C@]4([C@@]3(CC1)C)C)(C)C)C1=CC=C(C(=O)OC)C=C1)C)[C@@H](CC2)C(=C)C (methyl 4-((1R,3aS,5aR,5bR,7aR,11aS,11bR,13aR,13bR)-3a-(chlorocarbonyl)-5a,5b,8,8,11a-pentamethyl-1-(prop-1-en-2-yl)-2,3,3a,4,5,5a,5b,6,7,7a,8,11,11a,11b,12,13,13a,13b-octadecahydro-1H-cyclopenta[a]chrysen-9-yl)benzoate), FC=1C=C(C=CC1C(=O)OC)B(O)O (3-fluoro-4-(methoxycarbonyl)phenylboronic acid), C[C@]12CC[C@@]3([C@@H]([C@H]2CC[C@@H]2[C@]4(CC=C(C([C@@H]4CC[C@@]12C)(C)C)OS(=O)(=O)C(F)(F)F)C)[C@@H](CC3)C(=C)C)C(=O)OCC3=CC=CC=C3 ((1R,3aS,5aR,5bR,7aR,11aR,11bR,13aR,13bR)-benzyl 5a,5b,8,8,11a-pentamethyl-1-(prop-1-en-2-yl)-9-(trifluoromethylsulfonyloxy)-2,3,3a,4,5,5a,5b,6,7,7a,8,11,11a,11b,12,13,13a,13b-octadecahydro-1H-cyclopenta[a]chrysene-3a-carboxylate), C[C@]12CC[C@@]3([C@@H]([C@H]2CC[C@@H]2[C@]4(CC=C(C([C@@H]4CC[C@@]12C)(C)C)OS(=O)(=O)C(F)(F)F)C)[C@@H](CC3)C(=C)C)C(=O)OCC3=CC=CC=C3 ((1R,3aS,5aR,5bR,7aR,11aR,11bR,13aR,13bR)-benzyl 5a,5b,8,8,11a-pentamethyl-1-(prop-1-en-2-yl)-9-(trifluoromethylsulfonyloxy)-2,3,3a,4,5,5a,5b,6,7,7a,8,11,11a,11b,12,13,13a,13b-octadecahydro-1H-cyclopenta[a]chrysene-3a-carboxylate), COC(=O)C1=CC=C(C=C1)C=1C([C@@H]2CC[C@]3([C@@]4(CC[C@@]5([C@@H]([C@H]4CC[C@@H]3[C@]2(CC1)C)[C@@H](CC5)C(=C)C)C(=O)O[Si](C)(C)C(C)(C)C)C)C)(C)C ((1R,3aS,5aR,5bR,7aR,11aS,11bR,13aR,13bR)-tert-butyldimethylsilyl 9-(4-(methoxycarbonyl)phenyl)-5a,5b,8,8,11a-pentamethyl-1-(prop-1-en-2-yl)-2,3,3a,4,5,5a,5b,6,7,7a,8,11,11a,11b,12,13,13a,13b-octadecahydro-1H-cyclopenta[a]chrysene-3a-carboxylate), COC(=O)C1=CC=C(C=C1)C=1C([C@@H]2CC[C@]3([C@@]4(CC[C@@]5([C@@H]([C@H]4CC[C@@H]3[C@]2(CC1)C)[C@@H](CC5)C(=C)C)C(=O)OCC5=CC=CC=C5)C)C)(C)C ((1R,3aS,5aR,5bR,7aR,11aS,11bR,13aR,13bR)-benzyl 9-(4-(methoxycarbonyl)phenyl)-5a,5b,8,8,11a-pentamethyl-1-(prop-1-en-2-yl)-2,3,3a,4,5,5a,5b,6,7,7a,8,11,11a,11b,12,13,13a,13b-octadecahydro-1H-cyclopenta[a]chrysene-3a-carboxylate), COC(=O)C1=CC=C(C=C1)C=1C([C@@H]2CC[C@]3([C@@]4(CC[C@@]5([C@@H]([C@H]4CC[C@@H]3[C@]2(CC1)C)[C@@H](CC5)C(=C)C)C(=O)O[Si](C)(C)C(C)(C)C)C)C)(C)C ((1R,3aS,5aR,5bR,7aR,11aS,11bR,13aR,13bR)-tert-butyldimethylsilyl 9-(4-(methoxycarbonyl)phenyl)-5a,5b,8,8,11a-pentamethyl-1-(prop-1-en-2-yl)-2,3,3a,4,5,5a,5b,6,7,7a,8,11,11a,11b,12,13,13a,13b-octadecahydro-1H-cyclopenta[a]chrysene-3a-carboxylate). Yields the product ClC(=O)[C@]12[C@@H]([C@H]3CC[C@@H]4[C@]5(CC=C(C([C@@H]5CC[C@]4([C@@]3(CC1)C)C)(C)C)C1=CC(=C(C(=O)OC)C=C1)F)C)[C@@H](CC2)C(=C)C (methyl 4-((1R,3aS,5aR,5bR,7aR,11aS,11bR,13aR,13bR)-3a-(chlorocarbonyl)-5a,5b,8,8,11a-pentamethyl-1-(prop-1-en-2-yl)-2,3,3a,4,5,5a,5b,6,7,7a,8,11,11a,11b,12,13,13a,13b-octadecahydro-1H-cyclopenta[a]chrysen-9-yl)-2-fluorobenzoate). Reaction SMILES: C[C@]12[C@@]3(C)[C@@H]([C@]4(C)[C@@H](CC3)C(C)(C)C(OS(C(F)(F)F)(=O)=O)=CC4)CC[C@@H]1[C@H]1[C@H](C(C)=C)CC[C@]1(C(O[CH2:41][C:42]1[CH:47]=[CH:46][CH:45]=[CH:44][CH:43]=1)=O)CC2.CO[C:50]([C:52]1[CH:57]=C[C:55](C2C(C)(C)[C@H]3[C@](C)(CC=2)[C@@H]2[C@](C)([C@@]4(C)[C@H](CC2)[C@H]2[C@H](C(C)=C)CC[C@]2(C(OCC2C=CC=CC=2)=O)CC4)CC3)=[CH:54][CH:53]=1)=O.[F:97][C:98]1[CH:99]=[C:100](B(O)O)[CH:101]=[CH:102][C:103]=1[C:104]([O:106][CH3:107])=[O:105].[CH3:111]OC(C1C=CC(C2C(C)(C)[C@H]3[C@](C)(CC=2)[C@@H]2[C@](C)([C@@]4(C)[C@H](CC2)[C@H]2[C@H](C(C)=C)CC[C@]2(C(O[Si](C(C)(C)C)(C)C)=O)CC4)CC3)=CC=1)=O.[Cl:160][C:161]([C@:163]12[CH2:198][CH2:197][C@@H:196]([C:199]([CH3:201])=[CH2:200])[C@@H:164]1[C@@H:165]1[C@@:178](C)([CH2:179][CH2:180]2)[C@@:177]2(C)[C@@H]([C@]3(C)[C@@H](CC2)C(C)(C)C(C2C=CC(C(OC)=O)=CC=2)=CC3)[CH2:167][CH2:166]1)=[O:162]>>[Cl:160][C:161]([C@:163]12[CH2:198][CH2:197][C@@H:196]([C:199]([CH3:201])=[CH2:200])[C@@H:164]1[C@@H:165]1[C@@:178]([CH3:177])([CH2:179][CH2:180]2)[C@@:44]2([CH3:111])[C@@H:43]([C@:42]3([CH3:41])[C@@H:47]([CH2:46][CH2:45]2)[C:52]([CH3:57])([CH3:50])[C:53]([C:100]2[CH:101]=[CH:102][C:103]([C:104]([O:106][CH3:107])=[O:105])=[C:98]([F:97])[CH:99]=2)=[CH:54][CH2:55]3)[CH2:167][CH2:166]1)=[O:162]. Reported procedure: The title compound was prepared from (1R,3aS,5aR,5bR,7aR,11aR,11bR,13aR,13bR)-benzyl 5a,5b,8,8,11a-pentamethyl-1-(prop-1-en-2-yl)-9-(trifluoromethylsulfonyloxy)-2,3,3a,4,5,5a,5b,6,7,7a,8,11,11a,11b,12,13,13a,13b-octadecahydro-1H-cyclopenta[a]chrysene-3a-carboxylate (Intermediate 3) following the above described procedures for the Suzuki coupling (as described for intermediate 4, but using 3-fluoro-4-(methoxycarbonyl)phenylboronic acid as the reactant); deprotection of the C-28 acid (as described... The reactants are CC(C(=O)C1=CNC2=NC=C(N=C21)C2=CC=C(S2)C(=O)O)(C)C (5-[7-(2,2-dimethyl-propionyl)-5H-pyrrolo[2,3-b]pyrazin-2-yl]-thiophene-2-carboxylic acid), CNCC#N (methylaminoacetonitrile), CCN=C=NCCCN(C)C (EDCI). Run in C(C)O (ethanol), ClCCl (dichloromethane). Product: EtOAc hexanes, C(#N)CN(C(=O)C=1SC(=CC1)C=1N=C2C(=NC1)NC=C2C(C(C)(C)C)=O)C (5-[7-(2,2-dimethyl-propionyl)-5H-pyrrolo[2,3-b]pyrazin-2-yl]-thiophene-2-carboxylic acid cyanomethyl-methyl-amide). The yield is 58.3%. RXN SMILES: [CH3:1][C:2]([CH3:23])([CH3:22])[C:3]([C:5]1[C:13]2[C:8](=[N:9][CH:10]=[C:11]([C:14]3[S:18][C:17]([C:19](O)=[O:20])=[CH:16][CH:15]=3)[N:12]=2)[NH:7][CH:6]=1)=[O:4].[CH3:24][NH:25][CH2:26][C:27]#[N:28].CCN=C=NCCCN(C)C>C(O)C.ClCCl>[C:27]([CH2:26][N:25]([CH3:24])[C:19]([C:17]1[S:18][C:14]([C:11]2[N:12]=[C:13]3[C:5]([C:3](=[O:4])[C:2]([CH3:1])([CH3:22])[CH3:23])=[CH:6][NH:7][C:8]3=[N:9][CH:10]=2)=[CH:15][CH:16]=1)=[O:20])#[N:28]. Procedure details: A solution of 5-[7-(2,2-dimethyl-propionyl)-5H-pyrrolo[2,3-b]pyrazin-2-yl]-thiophene-2-carboxylic acid (0.060 g, 0.18 mmol), methylaminoacetonitrile (0.200 mL, 1.64 mmol) and EDCI (0.315 g, 1.64 mmol) in 3 mL of ethanol and 3 mL of dichloromethane was stirred for 1 h, then concentrated. The resulting residue was partitioned between 30 ml of ethyl acetate and 30 mL of a 10% citric acid solution, and the aqueous layer was extracted 30 mL of ethyl acetate. The combined organic layers were dried ove...